Dataset: the Open Reaction Database (ORD), a public repository of structured organic reaction records. Task: describe an organic reaction: reactants, conditions, products, and yield Reactants: CO, CC(=O)O, N#Cc1c(F)c(F)cc(F)c1F, [Ni], O. The product is O=Cc1c(F)c(F)cc(F)c1F. As a reaction SMILES: [CH3:13][OH:14].[CH3:17][C:18](=[O:19])[OH:20].[F:1][c:2]1[c:3]([C:4]#[N:5])[c:6]([F:12])[c:7]([F:11])[cH:8][c:9]1[F:10].[Ni:16].[OH2:15]>>[F:1][c:2]1[c:3]([CH:4]=[O:14])[c:6]([F:12])[c:7]([F:11])[cH:8][c:9]1[F:10]. Reactants: O=C([O-])O, CC(=O)Cc1ccc(Cl)c(S(=O)(=O)Cl)c1, CI, [Na+], [Na+], [Na+], C1COCCO1, O, O=S([O-])[O-]. Product: CC(=O)Cc1ccc(Cl)c(S(C)(=O)=O)c1. Reaction SMILES: [C:22](=[O:23])([O-:24])[OH:25].[Cl:1][c:2]1[c:3]([S:12](=[O:13])(=[O:14])[Cl:15])[cH:4][c:5]([CH2:8][C:9]([CH3:10])=[O:11])[cH:6][cH:7]1.[I:27][CH3:28].[Na+:20].[Na+:21].[Na+:26].[O:29]1[CH2:30][CH2:31][O:32][CH2:33][CH2:34]1.[OH2:35].[S:16]([O-:17])([O-:18])=[O:19]>>[Cl:1][c:2]1[c:3]([S:12](=[O:13])(=[O:14])[CH3:22])[cH:4][c:5]([CH2:8][C:9]([CH3:10])=[O:11])[cH:6][cH:7]1. The reactants are CCOC(C)=O, O=c1cc(CCl)[nH]c(=O)[nH]1, N. Yields the product NCc1cc(=O)[nH]c(=O)[nH]1. Reaction SMILES: [CH3:12][CH2:13][O:14][C:15](=[O:16])[CH3:17].[Cl:1][CH2:2][c:3]1[cH:4][c:5](=[O:10])[nH:6][c:7](=[O:9])[nH:8]1.[NH3:11]>>[CH2:2]([c:3]1[cH:4][c:5](=[O:10])[nH:6][c:7](=[O:9])[nH:8]1)[NH2:11]. Starting materials: CI, CN(C)C=O, [H-], [Na+], O, O=C1Nc2ccc(C(F)(C(F)(F)F)C(F)(F)F)cc2CN1N=Cc1cccnc1. Yields the product CN1C(=O)N(N=Cc2cccnc2)Cc2cc(C(F)(C(F)(F)F)C(F)(F)F)ccc21. As a reaction SMILES: [CH3:32][I:33].[CH3:35][N:36]([CH3:37])[CH:38]=[O:39].[H-:30].[Na+:31].[OH2:34].[n:1]1[cH:2][c:3]([CH:7]=[N:8][N:9]2[C:10](=[O:29])[NH:11][c:12]3[cH:13][cH:14][c:15]([C:19]([C:20]([F:21])([F:22])[F:23])([C:24]([F:25])([F:26])[F:27])[F:28])[cH:16][c:17]3[CH2:18]2)[cH:4][cH:5][cH:6]1>>[n:1]1[cH:2][c:3]([CH:7]=[N:8][N:9]2[C:10](=[O:29])[N:11]([CH3:32])[c:12]3[cH:13][cH:14][c:15]([C:19]([C:20]([F:21])([F:22])[F:23])([C:24]([F:25])([F:26])[F:27])[F:28])[cH:16][c:17]3[CH2:18]2)[cH:4][cH:5][cH:6]1.